From a dataset of the Open Reaction Database (ORD), a public repository of structured organic reaction records. describe an organic reaction: reactants, conditions, products, and yield Starting materials: OC1=C2C=CN(C2=CC=C1)CO (4-hydroxy-1-hydroxymethylindole), COC=1C=C(C=O)C=C(C1OC)OC (3,4,5-trimethoxy-benzaldehyde), C(CC#N)#N (malononitrile). Product: NC=1OC2=C3C(=CC=C2C(C1C#N)C1=CC(=C(C(=C1)OC)OC)OC)N(C=C3)CO (2-Amino-3-cyano-4-(3,4,5-trimethoxyphenyl)-7-hydroxymethyl-4H-pyrrolo[2,3-h]chromene), white solids. Yield: 84.0%. Reaction SMILES: [OH:1][C:2]1[CH:10]=[CH:9][CH:8]=[C:7]2[C:3]=1[CH:4]=[CH:5][N:6]2[CH2:11][OH:12].[CH3:13][O:14][C:15]1[CH:16]=[C:17]([CH:20]=[C:21]([O:25][CH3:26])[C:22]=1[O:23][CH3:24])[CH:18]=O.[C:27](#[N:31])[CH2:28][C:29]#[N:30]>>[NH2:31][C:27]1[O:1][C:2]2[C:10]([CH:18]([C:17]3[CH:16]=[C:15]([O:14][CH3:13])[C:22]([O:23][CH3:24])=[C:21]([O:25][CH3:26])[CH:20]=3)[C:28]=1[C:29]#[N:30])=[CH:9][CH:8]=[C:7]1[N:6]([CH2:11][OH:12])[CH:5]=[CH:4][C:3]=21. Procedure: The title compound was prepared from 4-hydroxy-1-hydroxymethylindole (30 mg, 0.18 mmol), 3,4,5-trimethoxy-benzaldehyde (36 mg, 0.18 mmol) and malononitrile (12 mg, 0.18 mmol) similar to Example 24 to yield 63 mg (84%) of white solids. 1H NMR (CDCl3): 7.21-7.20 (m, 2H), 6.84 (d, J=8.4 Hz, 1H), 6.64 (d, J=3.0 Hz, 1H), 6.42 (s, 2H), 5.61 (d, J=6.0 Hz, 2H), 4.78 (s, 1H), 4.67 (brs, 2H), 3.82-3.80 (m, 9H), 2.46 (brs, 1H).